This data is from the Open Reaction Database (ORD), a public repository of structured organic reaction records. The task is: describe an organic reaction: reactants, conditions, products, and yield Starting materials: C(C)(C)(C)OC(C1=CC=C(C(=O)O)C=C1)=O (terephthalic acid mono-t-butyl ester), ClC1=CC=C(C=C1)S(=O)(=O)N (4-chlorobenzenesulfonamide). The reagents and catalysts are CN(C)C=1C=CN=CC1 (DMAP). Solvent: C(Cl)Cl (CH2Cl2), C(Cl)Cl (CH2Cl2). Conditions: time 8 hour. The product is ClC1=CC=C(C=C1)S(=O)(=O)NC(=O)C1=CC=C(C(=O)OC(C)(C)C)C=C1 (1,1-Dimethylethyl 4-[(4-chlorophenyl)sulfonylaminocarbonyl]benzoate). Yield: 99.9%. RXN SMILES: [C:1]([O:5][C:6](=[O:16])[C:7]1[CH:15]=[CH:14][C:10]([C:11]([OH:13])=O)=[CH:9][CH:8]=1)([CH3:4])([CH3:3])[CH3:2].[Cl:17][C:18]1[CH:23]=[CH:22][C:21]([S:24]([NH2:27])(=[O:26])=[O:25])=[CH:20][CH:19]=1>CN(C1C=CN=CC=1)C.C(Cl)Cl>[Cl:17][C:18]1[CH:19]=[CH:20][C:21]([S:24]([NH:27][C:11]([C:10]2[CH:9]=[CH:8][C:7]([C:6]([O:5][C:1]([CH3:2])([CH3:3])[CH3:4])=[O:16])=[CH:15][CH:14]=2)=[O:13])(=[O:25])=[O:26])=[CH:22][CH:23]=1. Procedure details: A 5-liter 3-neck round bottom flask was equipped with a mechanical stirrer and nitrogen inlet. CH2Cl2 (2 liters) was placed in the reaction flask and terephthalic acid mono-t-butyl ester (127.5 g, 0.574 mol), DMAP (70.06 g, 0.574 mol), and 4-chlorobenzenesulfonamide (110.04 g, 0.574 mol) were added in that order using CH2Cl2 (400 ml) to wash down the solids. WSCDI (110.10 g, 0.574 mol) was added in portions over 10 min using CH2Cl2 (100 ml) to wash down the solid. After the reaction mixture was ... Reactants: OCCC1CC1, ClCCl, Cc1ccc(S(=O)(=O)Cl)cc1, c1ccncc1. Product: Cc1ccc(S(=O)(=O)OCCC2CC2)cc1. RXN SMILES: [CH:12]1([CH2:15][CH2:16][OH:17])[CH2:13][CH2:14]1.[Cl:24][CH2:25][Cl:26].[c:1]1([CH3:11])[cH:2][cH:3][c:4]([S:7](=[O:8])(=[O:9])[Cl:10])[cH:5][cH:6]1.[cH:18]1[cH:19][cH:20][n:21][cH:22][cH:23]1>>[c:1]1([CH3:11])[cH:2][cH:3][c:4]([S:7](=[O:8])(=[O:9])[O:17][CH2:16][CH2:15][CH:12]2[CH2:13][CH2:14]2)[cH:5][cH:6]1. The reactants are CN(C)c1ccncc1, CC#N, CCOC(C)=O, CCN(C(C)C)C(C)C, CC(C)(OC(=O)OCc1ccc([N+](=O)[O-])cc1)C1C(=O)N2C(C(=O)OCc3ccc([N+](=O)[O-])cc3)C(=O)CC12, O=P(Cl)(Oc1ccccc1)Oc1ccccc1, CC(=O)NCCS. The product is CC(=O)NCCSC1=C(C(=O)OCc2ccc([N+](=O)[O-])cc2)N2C(=O)C(C(C)(C)OC(=O)OCc3ccc([N+](=O)[O-])cc3)C2C1. RXN SMILES: [CH3:73][N:74]([c:75]1[cH:76][cH:77][n:78][cH:79][cH:80]1)[CH3:81].[CH3:82][C:83]#[N:84].[CH3:85][CH2:86][O:87][C:88](=[O:89])[CH3:90].[CH:40]([N:41]([CH:42]([CH3:43])[CH3:44])[CH2:45][CH3:46])([CH3:47])[CH3:48].[O:1]=[C:2]1[CH:3]([C:27](=[O:28])[O:29][CH2:30][c:31]2[cH:32][cH:33][c:34]([N+:37](=[O:38])[O-:39])[cH:35][cH:36]2)[N:4]2[C:5](=[O:26])[CH:6]([C:9]([CH3:10])([O:11][C:12](=[O:13])[O:14][CH2:15][c:16]3[cH:17][cH:18][c:19]([N+:22](=[O:23])[O-:24])[cH:20][cH:21]3)[CH3:25])[CH:7]2[CH2:8]1.[P:49]([Cl:50])([O:51][c:52]1[cH:53][cH:54][cH:55][cH:56][cH:57]1)([O:58][c:59]1[cH:60][cH:61][cH:62][cH:63][cH:64]1)=[O:65].[SH:66][CH2:67][CH2:68][NH:69][C:70]([CH3:71])=[O:72]>>[C:2]1([S:66][CH2:67][CH2:68][NH:69][C:70]([CH3:71])=[O:72])=[C:3]([C:27](=[O:28])[O:29][CH2:30][c:31]2[cH:32][cH:33][c:34]([N+:37](=[O:38])[O-:39])[cH:35][cH:36]2)[N:4]2[C:5](=[O:26])[CH:6]([C:9]([CH3:10])([O:11][C:12](=[O:13])[O:14][CH2:15][c:16]3[cH:17][cH:18][c:19]([N+:22](=[O:23])[O-:24])[cH:20][cH:21]3)[CH3:25])[CH:7]2[CH2:8]1. The reactants are OC(C(=O)O)C(C1=CC=C(C=C1)CC)(C1=CC=C(C=C1)CC)OCCC1=CC(=C(C=C1)OC)OC (2-hydroxy-3-(2-(3,4-dimethoxyphenyl)ethoxy)-3,3-di(4-ethylphenyl)propionic acid), CN(C)C=O (DMF), [H-].[Na+] (NaH), COC1=NC(=NC(=C1)C)S(=O)(=O)C (4-methoxy-6-methyl-2-methylsulfonylpyrimidine). Solvent: O (Water). Reaction conditions: time 15 minute. The product is COC1=NC(=NC(=C1)C)OC(C(=O)O)C(C1=CC=C(C=C1)CC)(C1=CC=C(C=C1)CC)OCCC1=CC(=C(C=C1)OC)OC (2-(4-Methoxy-6-methyl-2-pyrimidinyloxy)-3-(2-(3,4-dimethoxyphenyl)ethoxy)-3,3-di(4-ethylphenyl)propionic Acid). Isolated yield 23.7%. RXN SMILES: [OH:1][CH:2]([C:6]([O:23][CH2:24][CH2:25][C:26]1[CH:31]=[CH:30][C:29]([O:32][CH3:33])=[C:28]([O:34][CH3:35])[CH:27]=1)([C:15]1[CH:20]=[CH:19][C:18]([CH2:21][CH3:22])=[CH:17][CH:16]=1)[C:7]1[CH:12]=[CH:11][C:10]([CH2:13][CH3:14])=[CH:9][CH:8]=1)[C:3]([OH:5])=[O:4].CN(C=O)C.[H-].[Na+].[CH3:43][O:44][C:45]1[CH:50]=[C:49]([CH3:51])[N:48]=[C:47](S(C)(=O)=O)[N:46]=1>O>[CH3:43][O:44][C:45]1[CH:50]=[C:49]([CH3:51])[N:48]=[C:47]([O:1][CH:2]([C:6]([O:23][CH2:24][CH2:25][C:26]2[CH:31]=[CH:30][C:29]([O:32][CH3:33])=[C:28]([O:34][CH3:35])[CH:27]=2)([C:7]2[CH:12]=[CH:11][C:10]([CH2:13][CH3:14])=[CH:9][CH:8]=2)[C:15]2[CH:20]=[CH:19][C:18]([CH2:21][CH3:22])=[CH:17][CH:16]=2)[C:3]([OH:5])=[O:4])[N:46]=1 |f:2.3|. Procedure details: 1.8 g (3.8 mmol) of 2-hydroxy-3-(2-(3,4-dimethoxyphenyl)ethoxy)-3,3-di(4-ethylphenyl)propionic acid were introduced into 20 ml of DMF, and 554 mg of NaH (50% suspension) were added. After the mixture had stirred for 15 minutes, 855 mg (4.2 mmol) of 4-methoxy-6-methyl-2-methylsulfonylpyrimidine were added, and the mixture was stirred at room temperature for 3 hours. Water was added to the mixture, which was then extracted with ether. The aqueous phase was acidified with 1 N aqueous HCl, extracted... Reactants: [Cr](=O)(=O)([O-])[O-].[Na+].[Na+] (sodium chromate), S(O)(O)(=O)=O (sulfuric acid). The product is [O-][Cr](=O)(=O)O[Cr](=O)(=O)[O-].[Na+].[Na+] (sodium bichromate), S(=O)(=O)([O-])[O-].[Na+].[Na+] (sodium sulfate). Reaction SMILES: [Cr:1]([O-:5])([O-:4])(=[O:3])=[O:2].[Na+:6].[Na+].[S:8](=[O:12])(=[O:11])([OH:10])[OH:9]>>[O-:2][Cr:1]([O:5][Cr:1]([O-:4])(=[O:3])=[O:2])(=[O:4])=[O:3].[Na+:6].[Na+:6].[S:8]([O-:12])([O-:11])(=[O:10])=[O:9].[Na+:6].[Na+:6] |f:0.1.2,4.5.6,7.8.9|. Procedure details: Disclosed is an improvement on a process in which sodium chromate is reacted with sulfuric acid to produce sodium bichromate and sodium sulfate, and the sodium bichromate is reacted with sulfuric acid to produce chromic acid and sodium bisulfate. In the improvement, the sodium sulfate and sodium bisulfate are reacted with hydrogen chloride to produce sulfuric acid, which is recycled, and sodium chloride. The reactants are [H-].[Na+] (Sodium hydride), FC1=C(C=CC(=C1)F)C(=O)N1CC2=C(NC3=C1C=CC=C3)N=CC=C2 ((2,4-Difluoro-phenyl)-(6,11-dihydro-5H-pyrido[2,3-b][1,5]benzodiazepin-6-yl)-methanone), CC1=NNC=C1 (3-methylpyrazole). Solvent: CCCCCC (hexane). Conditions: time 1 hour. Yields the product FC1=C(C=CC(=C1)N1N=C(C=C1)C)C(=O)N1CC2=C(NC3=C1C=CC=C3)N=CC=C2 ([2-Fluoro-4-(3-methyl-1H-pyrazol-1-yl)-phenyl]-(6,11-dihydro-5H-pyrido[2,3-b][1,5]benzodiazepin-6-yl)-methanone), 4-fluoro. Reaction SMILES: [H-].[Na+].[CH3:3][C:4]1[CH:8]=[CH:7][NH:6][N:5]=1.[F:9][C:10]1[CH:15]=[C:14](F)[CH:13]=[CH:12][C:11]=1[C:17]([N:19]1[C:25]2[CH:26]=[CH:27][CH:28]=[CH:29][C:24]=2[NH:23][C:22]2[N:30]=[CH:31][CH:32]=[CH:33][C:21]=2[CH2:20]1)=[O:18]>CCCCCC>[F:9][C:10]1[CH:15]=[C:14]([N:6]2[CH:7]=[CH:8][C:4]([CH3:3])=[N:5]2)[CH:13]=[CH:12][C:11]=1[C:17]([N:19]1[C:25]2[CH:26]=[CH:27][CH:28]=[CH:29][C:24]=2[NH:23][C:22]2[N:30]=[CH:31][CH:32]=[CH:33][C:21]=2[CH2:20]1)=[O:18] |f:0.1|. Procedure: Sodium hydride (60% suspension in oil, 0.48 g, 12.0 mmol) was washed with hexane, dried under nitrogen and resuspended in dry dimethylformamide (60 mL). Neat 3-methylpyrazole (0.48 mL, 6.0 mmol) was added. Stirring was continued until the gas evolution subsided. The (2,4-difluoro-phenyl)-(6,11-dihydro-1H-pyrido[2,3-b][1,5]benzodiazepin-10-yl)-methanone of Step B (2.0 g, 5.9 mmol) was added in one portion to the clear solution. The mixture was placed in an oil bath (preheated at 130° C.) for 1 ho... The reactants are COC(CCC1=C(C=C(C=C1)OCCC=1N=C(OC1C)C1=CC=C(C=C1)C1=CC=CC=C1)CNC(=O)OC(C)C)=O (3-[4-[2-(2-biphenyl-4-yl-5-methyl-oxazol-4-yl)-ethoxy]-2-(isopropoxycarbonylamino-methyl)-phenyl]-propionic acid methyl ester), C[Si](C)(C)[N-][Si](C)(C)C.[Na+] (sodium bis(trimethylsilyl)amide), C(C)I (Ethyl iodide). The solvent is CCOC(=O)C (EtOAc), CN(C)C=O (DMF). Conditions: time 8 hour. Yields the product C1(=CC=C(C=C1)C=1OC(=C(N1)CCOC1=CC(=C(C=C1)CCC(=O)O)CN(C(=O)OC(C)C)CC)C)C1=CC=CC=C1 (3-(4-[2-(2-Biphenyl-4-yl-5-methyl-oxazol-4-yl)-ethoxy]-2-[(ethyl-isopropoxycarbonyl-amino)-methyl]-phenyl)-propionic acid). The yield is 97.8%. As a reaction SMILES: C[O:2][C:3](=[O:41])[CH2:4][CH2:5][C:6]1[CH:11]=[CH:10][C:9]([O:12][CH2:13][CH2:14][C:15]2[N:16]=[C:17]([C:21]3[CH:26]=[CH:25][C:24]([C:27]4[CH:32]=[CH:31][CH:30]=[CH:29][CH:28]=4)=[CH:23][CH:22]=3)[O:18][C:19]=2[CH3:20])=[CH:8][C:7]=1[CH2:33][NH:34][C:35]([O:37][CH:38]([CH3:40])[CH3:39])=[O:36].C[Si]([N-][Si](C)(C)C)(C)C.[Na+].[CH2:52](I)[CH3:53]>CN(C=O)C.CCOC(C)=O>[C:24]1([C:27]2[CH:28]=[CH:29][CH:30]=[CH:31][CH:32]=2)[CH:23]=[CH:22][C:21]([C:17]2[O:18][C:19]([CH3:20])=[C:15]([CH2:14][CH2:13][O:12][C:9]3[CH:10]=[CH:11][C:6]([CH2:5][CH2:4][C:3]([OH:2])=[O:41])=[C:7]([CH2:33][N:34]([CH2:52][CH3:53])[C:35]([O:37][CH:38]([CH3:40])[CH3:39])=[O:36])[CH:8]=3)[N:16]=2)=[CH:26][CH:25]=1 |f:1.2|. Reported procedure: A solution of 3-[4-[2-(2-biphenyl-4-yl-5-methyl-oxazol-4-yl)-ethoxy]-2-(isopropoxycarbonylamino-methyl)-phenyl]-propionic acid methyl ester (200 mg, 0.36 mmol) in DMF (15 mL) was treated with sodium bis(trimethylsilyl)amide (132 mg, 0.719 mmol). Ethyl iodide (112 mg, 0.719 mmol) was added, and the reaction mixture was stirred overnight at room temperature under N2. The mixture was diluted with EtOAc (100 mL) and washed with brine (100 mL), then water (100 mL). The organic layer was dried (MgSO4)... The reactants are COC1=CC=C(C=C1)N (p-anisidine), C(#N)C1=CC=C(C(=O)O)C=C1 (4-cyanobenzoic acid). The product is C(#N)C1=CC=C(C(=O)NC2=CC=C(C=C2)OC)C=C1 (4-Cyano-N-(4-methoxyphenyl)benzamide). Isolated yield 91.6%. As a reaction SMILES: [CH3:1][O:2][C:3]1[CH:8]=[CH:7][C:6]([NH2:9])=[CH:5][CH:4]=1.[C:10]([C:12]1[CH:20]=[CH:19][C:15]([C:16](O)=[O:17])=[CH:14][CH:13]=1)#[N:11]>>[C:10]([C:12]1[CH:20]=[CH:19][C:15]([C:16]([NH:9][C:6]2[CH:7]=[CH:8][C:3]([O:2][CH3:1])=[CH:4][CH:5]=2)=[O:17])=[CH:14][CH:13]=1)#[N:11]. Reported procedure: Using p-anisidine (1.35 g, 11.0 mmol) and 4-cyanobenzoic acid (1.47 g, 10.0 mmol), the procedure of Reference Example 16 was repeated to obtain 2.31 g (91.7%) of the title compound in the form of colorless needle crystals. Starting materials: COC(CBr)OC, O=C([O-])[O-], CCOC(C)=O, CN(C)C=O, [Cs+], [Cs+], Cc1nc2ccc(=O)[nH]c2cc1F. Product: COC(Cn1c(=O)ccc2nc(C)c(F)cc21)OC. Reaction SMILES: [Br:20][CH2:21][CH:22]([O:23][CH3:24])[O:25][CH3:26].[C:14](=[O:15])([O-:16])[O-:17].[CH3:27][CH2:28][O:29][C:30](=[O:31])[CH3:32].[CH3:33][N:34]([CH3:35])[CH:36]=[O:37].[Cs+:18].[Cs+:19].[F:1][c:2]1[c:3]([CH3:13])[n:4][c:5]2[cH:6][cH:7][c:8](=[O:12])[nH:9][c:10]2[cH:11]1>>[F:1][c:2]1[c:3]([CH3:13])[n:4][c:5]2[cH:6][cH:7][c:8](=[O:12])[n:9]([CH2:21][CH:22]([O:23][CH3:24])[O:25][CH3:26])[c:10]2[cH:11]1.